Dataset: the Open Reaction Database (ORD), a public repository of structured organic reaction records. Task: describe an organic reaction: reactants, conditions, products, and yield Starting materials: C1(=CC=CC=C1)CCNC(=O)C1CC2=CC=CC=C2CC1 (N-(2-phenylethyl) 1,2,3,4-tetrahydro-2-naphthoic amide), [H-].[H-].[H-].[H-].[Li+].[Al+3] (LiAlH4). Run in C1CCOC1 (THF). Conditions: time 8 hour. Product: C(CC1=CC=CC=C1)NCC1CC2=CC=CC=C2CC1 (2-[Phenethylaminomethyl]-1,2,3,4-tetrahydronaphthalene). Isolated yield 91.8%. As a reaction SMILES: [C:1]1([CH2:7][CH2:8][NH:9][C:10]([CH:12]2[CH2:21][CH2:20][C:19]3[C:14](=[CH:15][CH:16]=[CH:17][CH:18]=3)[CH2:13]2)=O)[CH:6]=[CH:5][CH:4]=[CH:3][CH:2]=1.[H-].[H-].[H-].[H-].[Li+].[Al+3]>C1COCC1>[CH2:8]([NH:9][CH2:10][CH:12]1[CH2:21][CH2:20][C:19]2[C:14](=[CH:15][CH:16]=[CH:17][CH:18]=2)[CH2:13]1)[CH2:7][C:1]1[CH:6]=[CH:5][CH:4]=[CH:3][CH:2]=1 |f:1.2.3.4.5.6|. Reported procedure: The solution of N-(2-phenylethyl) 1,2,3,4-tetrahydro-2-naphthoic amide (693 mg, 2.48 mmol) in 15 ml of THF was treated with LiAlH4 (149 mg, 3.72 mmol). The mixture was refluxed for 4 hrs then carefully quenched by addition of solid Na2SO4 ·10H2O. After stirred at r.t. overnight, the solid was removed by filtration and concentration of filtrate in vacuo gave a colorless oil (604 mg, 91.7%). The product was converted to HCl salt, crystallization with MeOH/Et2O gave a white powder; mp 260°-263° C.;... Reactants: 17.5, C(#N)CCC1=CC=C(C(=O)O)C=C1 (4-(2-cyanoethyl) benzoic acid), S(=O)(Cl)Cl (thionyl chloride), S(=O)(Cl)Cl (thionyl chloride). Product: C(#N)CCC1=CC=C(C(=O)Cl)C=C1 (4-(2-cyanoethyl) benzoyl chloride). Reaction SMILES: [C:1]([CH2:3][CH2:4][C:5]1[CH:13]=[CH:12][C:8]([C:9](O)=[O:10])=[CH:7][CH:6]=1)#[N:2].S(Cl)([Cl:16])=O>>[C:1]([CH2:3][CH2:4][C:5]1[CH:13]=[CH:12][C:8]([C:9]([Cl:16])=[O:10])=[CH:7][CH:6]=1)#[N:2]. Procedure: A mixture of 17.5 parts of 4-(2-cyanoethyl) benzoic acid and 120 parts of thionyl chloride are refluxed for 15 minutes. The surplus thionyl chloride is then eliminated under reduced pressure and the 4-(2-cyanoethyl) benzoyl chloride is obtained which is liquid at atmospheric temperature.